This data is from the Open Reaction Database (ORD), a public repository of structured organic reaction records. The task is: describe an organic reaction: reactants, conditions, products, and yield The reactants are O=C1CCC(=O)N1Br, O=C(OOC(=O)c1ccccc1)c1ccccc1, ClC(Cl)(Cl)Cl, COC(=O)c1c(C)cc(Br)cc1Cl. Product: COC(=O)c1c(Cl)cc(Br)cc1CBr. RXN SMILES: [Br:14][N:15]1[C:16](=[O:17])[CH2:18][CH2:19][C:20]1=[O:21].[C:22]([O:23][O:24][C:25](=[O:26])[c:27]1[cH:28][cH:29][cH:30][cH:31][cH:32]1)(=[O:33])[c:34]1[cH:35][cH:36][cH:37][cH:38][cH:39]1.[C:40]([Cl:41])([Cl:42])([Cl:43])[Cl:44].[CH3:1][O:2][C:3]([c:4]1[c:5]([Cl:12])[cH:6][c:7]([Br:11])[cH:8][c:9]1[CH3:10])=[O:13]>>[CH3:1][O:2][C:3]([c:4]1[c:5]([Cl:12])[cH:6][c:7]([Br:11])[cH:8][c:9]1[CH2:10][Br:14])=[O:13].